This data is from the Open Reaction Database (ORD), a public repository of structured organic reaction records. The task is: describe an organic reaction: reactants, conditions, products, and yield The reactants are BrC1=CC=C(C=C1)[C@@H](C(C(F)(F)F)(F)F)N[C@@H](CC(C)C)C(=O)NCC#N (N2-[(1S)-1-(4-bromophenyl)-2,2,3,3,3-pentafluoropropyl]-N1-(cyanomethyl)-L-leucinamide), N1=CC=C(C=C1)B(O)O (4-pyridylboronic acid), C(=O)([O-])[O-].[Na+].[Na+] (Na2CO3). The reagents and catalysts are C1=CC=C(C=C1)P([C-]2C=CC=C2)C3=CC=CC=C3.C1=CC=C(C=C1)P([C-]2C=CC=C2)C3=CC=CC=C3.Cl[Pd]Cl.[Fe+2] (PdCl2(dppf)). Solvent: CN(C)C=O (DMF). Run at temperature 95 celsius. Product: C(#N)CNC([C@@H](N[C@H](C(C(F)(F)F)(F)F)C1=CC=C(C=C1)C1=CC=NC=C1)CC(C)C)=O (N-(cyanomethyl)-N2-[(1S)-2,2,3,3,3-pentafluoro-1-(4-pyridin-4-ylphenyl)propyl]-L-leucinamide). RXN SMILES: Br[C:2]1[CH:7]=[CH:6][C:5]([C@H:8]([NH:16][C@H:17]([C:22]([NH:24][CH2:25][C:26]#[N:27])=[O:23])[CH2:18][CH:19]([CH3:21])[CH3:20])[C:9]([F:15])([F:14])[C:10]([F:13])([F:12])[F:11])=[CH:4][CH:3]=1.[N:28]1[CH:33]=[CH:32][C:31](B(O)O)=[CH:30][CH:29]=1.C([O-])([O-])=O.[Na+].[Na+]>CN(C=O)C.C1C=CC(P(C2C=CC=CC=2)[C-]2C=CC=C2)=CC=1.C1C=CC(P(C2C=CC=CC=2)[C-]2C=CC=C2)=CC=1.Cl[Pd]Cl.[Fe+2]>[C:26]([CH2:25][NH:24][C:22](=[O:23])[C@H:17]([CH2:18][CH:19]([CH3:21])[CH3:20])[NH:16][C@@H:8]([C:5]1[CH:6]=[CH:7][C:2]([C:31]2[CH:32]=[CH:33][N:28]=[CH:29][CH:30]=2)=[CH:3][CH:4]=1)[C:9]([F:15])([F:14])[C:10]([F:13])([F:12])[F:11])#[N:27] |f:2.3.4,6.7.8.9|. Procedure: To a solution of N2-[(1S)-1-(4-bromophenyl)-2,2,3,3,3-pentafluoropropyl]-N1-(cyanomethyl)-L-leucinamide (82 mg, 0.18 mmol), 4-pyridylboronic acid (30 mg, 0.24 mmol) and PdCl2(dppf) (14 mg, 0.02 mmol) in 2.5 mL DMF was added 2M Na2CO3 (0.25 mL). The mixture was heated to 95° C. for 2.5 h, then cooled and partitioned between aq. Na2CO3 and ether. The aqueous phase was washed with brine and dried over MgSO4. Purification by silica gel chromatography (65% to 95% ethyl acetate/hexanes gradient) provi... Reactants: ClC1=NC(=NC(=C1)O)C1=C(C=CC=C1)OCCC (4-Chloro-6-hydroxy-2-(2-propoxyphenyl)-pyrimidine), C(C)N (ethylamine), C(C)OCC (diethyl ether). RXN SMILES: Cl[C:2]1[CH:7]=[C:6]([OH:8])[N:5]=[C:4]([C:9]2[CH:14]=[CH:13][CH:12]=[CH:11][C:10]=2[O:15][CH2:16][CH2:17][CH3:18])[N:3]=1.[CH2:19]([NH2:21])[CH3:20].C(OCC)C>C(O)C>[CH2:19]([NH:21][C:2]1[N:3]=[C:4]([C:9]2[CH:14]=[CH:13][CH:12]=[CH:11][C:10]=2[O:15][CH2:16][CH2:17][CH3:18])[NH:5][C:6](=[O:8])[CH:7]=1)[CH3:20]. The solvent is C(C)O (ethanol). The product is C(C)NC1=CC(NC(=N1)C1=C(C=CC=C1)OCCC)=O (6-Ethylamino-2-(2-propoxyphenyl)pyrimidin-4[3H]-one). Procedure details: 4-Chloro-6-hydroxy-2-(2-propoxyphenyl)-pyrimidine (0.66 g) and ethylamine in ethanol (33%, 20 ml) was heated at 90° C. in a pressure vessel for 16 hours. The cooled reaction mixture was evaporated under reduced pressure to yield an oil which solidified on trituration with diethyl ether. The residue was recrystallized from isopropanol:diethyl ether, washed with water and recrystallized from isopropanol:water to yield the title compound, 0.47 g, m.p. 187°-80° C.